Dataset: the Open Reaction Database (ORD), a public repository of structured organic reaction records. Task: describe an organic reaction: reactants, conditions, products, and yield Starting materials: OC(CC)C1=CC(=NO1)C1=CC=CC=C1 (5-(1-hydroxypropyl)-3-phenylisoxazole), Cl.N1=CC=CC=C1 (pyridine hydrochloride), Cl[O-].[Ca+2].Cl[O-] (calcium hypochlorite). The solvent is ClCCl (dichloromethane). The product is C(CC)(=O)C1=CC(=NO1)C1=CC=CC=C1 (5-propionyl-3-phenylisoxazole). As a reaction SMILES: [OH:1][CH:2]([C:5]1[O:9][N:8]=[C:7]([C:10]2[CH:15]=[CH:14][CH:13]=[CH:12][CH:11]=2)[CH:6]=1)[CH2:3][CH3:4].Cl.N1C=CC=CC=1.Cl[O-].[Ca+2].Cl[O-]>ClCCl>[C:2]([C:5]1[O:9][N:8]=[C:7]([C:10]2[CH:15]=[CH:14][CH:13]=[CH:12][CH:11]=2)[CH:6]=1)(=[O:1])[CH2:3][CH3:4] |f:1.2,3.4.5|. Procedure details: In 10 ml of dichloromethane, 1.0 g (5.0 mmol) of 5-(1-hydroxypropyl)-3-phenylisoxazole was dissolved. To the solution were added 100 mg (0.9 mmol) of pyridine hydrochloride, followed by the further addition of 1.4 g (9.9 mmol) of calcium hypochlorite. They were reacted at room temperature for 5 hours. After completion of the reaction, insoluble matter was filtered off and the organic layer was washed with water. The organic layer was dried over anhydrous sodium sulfate and the solvent was distil... Starting materials: COC([C@@H](NC([C@@H](NC(CNC(=O)C1=CC=C(C=C1)OC(C)=O)=O)CC1=CNC=N1)=O)CC(C)C)=O (p-acetoxyhippuryl-L-histidyl-L-leucine methyl ester), Cl (HCl), O (water), [OH-].[Na+] (NaOH). Run in CO (methanol), CO (methanol). Product: OC1=CC=C(C(NCC(=O)N[C@@H](CC2=CNC=N2)C(=O)N[C@@H](CC(C)C)C(=O)O)=O)C=C1 (p-hydroxyhippuryl-L-histidyl-L-leucine). RXN SMILES: C[O:2][C:3](=[O:36])[C@H:4]([CH2:32][CH:33]([CH3:35])[CH3:34])[NH:5][C:6](=[O:31])[C@H:7]([CH2:25][C:26]1[N:30]=[CH:29][NH:28][CH:27]=1)[NH:8][C:9](=[O:24])[CH2:10][NH:11][C:12]([C:14]1[CH:19]=[CH:18][C:17]([O:20]C(=O)C)=[CH:16][CH:15]=1)=[O:13].[OH-].[Na+].Cl.O>CO>[OH:20][C:17]1[CH:16]=[CH:15][C:14]([C:12](=[O:13])[NH:11][CH2:10][C:9]([NH:8][C@H:7]([C:6]([NH:5][C@H:4]([C:3]([OH:36])=[O:2])[CH2:32][CH:33]([CH3:35])[CH3:34])=[O:31])[CH2:25][C:26]2[N:30]=[CH:29][NH:28][CH:27]=2)=[O:24])=[CH:19][CH:18]=1 |f:1.2|. Procedure details: 5.1 g of p-acetoxyhippuryl-L-histidyl-L-leucine methyl ester is dissolved in 20 ml of methanol, and to this solution is added 20 ml of a 1 N.aqueous solution of NaOH at a temperature of 4° C., and after stirring for one hour, the pH of the solution is lowered to 5 by adding HCl, and water and methanol are distilled off. The residue is dissolved in methanol and filtered, and to this solution is added ethyl ether. The crystals deposited after standing at -20° C. are filtered to obtain p-hydroxyhip... Starting materials: Cc1n[nH]c(C)c1B1OC(C)(C)C(C)(C)O1, CO, [Cs+], [F-], Cl[Pd]Cl, c1ccc(P(c2ccccc2)c2ccccc2)cc1, c1ccc(P(c2ccccc2)c2ccccc2)cc1, Nc1ncc(Br)cc1-c1nc2ccccc2o1. Product: Cc1n[nH]c(C)c1-c1cnc(N)c(-c2nc3ccccc3o2)c1. As a reaction SMILES: [CH3:20][c:21]1[n:22][nH:23][c:24]([CH3:35])[c:25]1[B:26]1[O:27][C:28]([CH3:29])([CH3:30])[C:31]([CH3:32])([CH3:33])[O:34]1.[CH3:36][OH:37].[Cs+:2].[F-:1].[Pd:38]([Cl:39])[Cl:40].[c:41]1([P:42]([c:43]2[cH:44][cH:45][cH:46][cH:47][cH:48]2)[c:49]2[cH:50][cH:51][cH:52][cH:53][cH:54]2)[cH:55][cH:56][cH:57][cH:58][cH:59]1.[c:60]1([P:61]([c:62]2[cH:63][cH:64][cH:65][cH:66][cH:67]2)[c:68]2[cH:69][cH:70][cH:71][cH:72][cH:73]2)[cH:74][cH:75][cH:76][cH:77][cH:78]1.[o:3]1[c:4](-[c:12]2[c:13]([NH2:19])[n:14][cH:15][c:16]([Br:18])[cH:17]2)[n:5][c:6]2[c:7]1[cH:8][cH:9][cH:10][cH:11]2>>[o:3]1[c:4](-[c:12]2[c:13]([NH2:19])[n:14][cH:15][c:16](-[c:25]3[c:21]([CH3:20])[n:22][nH:23][c:24]3[CH3:35])[cH:17]2)[n:5][c:6]2[c:7]1[cH:8][cH:9][cH:10][cH:11]2. Procedure: o-Chlorotoluene (1.89 g), ethanol (46 mg), di-tert-butyl peroxide (73 mg, 1 equivalent), and Pd(Xantphos)Cl2 (3.8 mg, 1 mol %) were added into a reaction kettle, into which 10 atm carbon monoxide was introduced. The reaction was heated to 120° C., and stirred at this constant temperature for 16 h. After the reaction was completed, carbon monoxide was discharged, and 82 mg ethyl o-chlorophenylacetate was obtained by column chromatography, in a yield of 83%. 1HNMR (400 MHz, CDCl3) δ 1.24 (t, J=7.2... Conditions: temperature 120 celsius, time 16 hour. The yield is 82.7%. The reactants are [C]=O (carbon monoxide), ClC1=C(C=CC=C1)C (o-Chlorotoluene), C(C)(C)(C)OOC(C)(C)C (di-tert-butyl peroxide), Pd(Xantphos)Cl2, [C]=O (carbon monoxide), C(C)O (ethanol). Yields the product ClC1=C(C=CC=C1)CC(=O)OCC (ethyl o-chlorophenylacetate). RXN SMILES: [Cl:1][C:2]1[CH:7]=[CH:6][CH:5]=[CH:4][C:3]=1[CH3:8].C(O[O:14][C:15]([CH3:18])(C)C)(C)(C)C.[C]=O.[CH2:21]([OH:23])C>>[Cl:1][C:2]1[CH:7]=[CH:6][CH:5]=[CH:4][C:3]=1[CH2:8][C:21]([O:14][CH2:15][CH3:18])=[O:23] |^3:18|. Starting materials: C(\C=C\C=CCC=CCCC)O (trans-2,4,7-undecatrien-1-ol). Reagents/catalysts: [O-2].[O-2].[Mn+4] (manganese dioxide). Solvent: C(Cl)(Cl)Cl (chloroform). Reaction conditions: time 60 hour. Yields the product C(\C=C\C=CCC=CCCC)=O (trans-2,4,7-undecatrienal). The yield is 59.5%. RXN SMILES: [CH2:1]([OH:12])/[CH:2]=[CH:3]/[CH:4]=[CH:5][CH2:6][CH:7]=[CH:8][CH2:9][CH2:10][CH3:11]>C(Cl)(Cl)Cl.[O-2].[O-2].[Mn+4]>[CH:1](=[O:12])/[CH:2]=[CH:3]/[CH:4]=[CH:5][CH2:6][CH:7]=[CH:8][CH2:9][CH2:10][CH3:11] |f:2.3.4|. Procedure: To a solution of trans, trans, trans-2,4,7-undecatrien-1-ol (3.4 g) in chloroform (300 ml) was added manganese dioxide (30 g). The reaction mixture was stirred for 60 hours at ambient temperature. After the manganese dioxide was removed by filtration, the resultant mixture was concentrated under reduced pressure to give a yellowish oily residue, which was subjected to a column chromatography on silica gel (developing solvent: chloroform) to give colorless oily trans, trans, trans-2,4,7-undecatri... The reactants are C(=O)(O)[O-].[Na+] (NaHCO3), COC1=CC=CC=2C(=COC21)CC(=O)C (1-(7-methoxy-1-benzofuran-3-yl)acetone), N1(CCNCC1)C=1C=CC=C2C=CC=NC12 (8-piperazino quinoline), C(C)(=O)O[BH-](OC(C)=O)OC(C)=O.[Na+] (sodium triacetoxyborohydride). Run at time 72 hour. The product is COC1=CC=CC=2C(=COC21)CC(C)N2CCN(CC2)C=2C=CC=C1C=CC=NC21 (8-{4-[2-(7-methoxy-1-benzofuran-3-yl)-1-methylethyl)piperazin-1-yl]quinoline). As a reaction SMILES: [CH3:1][O:2][C:3]1[C:11]2[O:10][CH:9]=[C:8]([CH2:12][C:13]([CH3:15])=O)[C:7]=2[CH:6]=[CH:5][CH:4]=1.[N:16]1([C:22]2[CH:23]=[CH:24][CH:25]=[C:26]3[C:31]=2[N:30]=[CH:29][CH:28]=[CH:27]3)[CH2:21][CH2:20][NH:19][CH2:18][CH2:17]1.C(O[BH-](OC(=O)C)OC(=O)C)(=O)C.[Na+].C([O-])(O)=O.[Na+]>ClCCCl.C(O)(=O)C>[CH3:1][O:2][C:3]1[C:11]2[O:10][CH:9]=[C:8]([CH2:12][CH:13]([N:19]3[CH2:20][CH2:21][N:16]([C:22]4[CH:23]=[CH:24][CH:25]=[C:26]5[C:31]=4[N:30]=[CH:29][CH:28]=[CH:27]5)[CH2:17][CH2:18]3)[CH3:15])[C:7]=2[CH:6]=[CH:5][CH:4]=1 |f:2.3,4.5|. Procedure details: To a stirred mixture of 1-(7-methoxy-1-benzofuran-3-yl)acetone (204 mg, 1 mmol) and 8-piperazino quinoline (213.0 mg, 1 mmol) in 1,2-dichloroethane (100 ml) and acetic acid (1 ml), sodium triacetoxyborohydride (422 mg, 2 mmol) was added at room temperature. Reaction mixture was stirred at room temperature for 72 hrs. At the end, the reaction mixture was neutralized with 10% NaHCO3 and extracted with chloroform. The organic layer was dried over anhydrous MgSO4, filtered and concentrated. The prod... The solvent is ClCCCl (1,2-dichloroethane), C(C)(=O)O (acetic acid).